From a dataset of the Open Reaction Database (ORD), a public repository of structured organic reaction records. describe an organic reaction: reactants, conditions, products, and yield The reactants are CON (O-methylhydroxylamine), C(C1=CC=CC=C1)(=O)O[C@H]1[C@@H](O[C@@H]([C@H]1OC(C1=CC=CC=C1)=O)COC(C1=CC=CC=C1)=O)N1C2=NC(=NC(=C2N=C1)Cl)Cl (9-(2,3,5-tri-O-benzoyl-β-D-ribofuranosyl)-2,6-dichloro-9H-purine), N (ammonia). Yields the product ClC=1N=C(C=2N=CN([C@H]3[C@H](O)[C@H](O)[C@@H](CO)O3)C2N1)NOC (2-chloro-N-methoxyadenosine). Yield: 60.3%. As a reaction SMILES: [CH3:1][O:2][NH2:3].C([O:12][C@@H:13]1[C@H:17]([O:18]C(=O)C2C=CC=CC=2)[C@@H:16]([CH2:27][O:28]C(=O)C2C=CC=CC=2)[O:15][C@H:14]1[N:37]1[CH:45]=[N:44][C:43]2[C:38]1=[N:39][C:40]([Cl:47])=[N:41][C:42]=2Cl)(=O)C1C=CC=CC=1.N>>[Cl:47][C:40]1[N:41]=[C:42]([NH:3][O:2][CH3:1])[C:43]2[N:44]=[CH:45][N:37]([C:38]=2[N:39]=1)[C@@H:14]1[O:15][C@H:16]([CH2:27][OH:28])[C@@H:17]([OH:18])[C@H:13]1[OH:12]. Procedure: The title compound was prepared according to method A as described in example 4 by reacting O-methylhydroxylamine (0.20 g, 2.0 mmol) with 9-(2,3,5-tri-O-benzoyl-β-D-ribofuranosyl)-2,6-dichloro-9H-purine (1.27 g, 2.0 mmol) and debenzoylating the purified product using methanolic ammonia to provide the title 2-chloro-N-methoxyadenosine (0.40 g, 45%) (after column chromatography) as a colourless foam which became crystalline on trituration with dichloromethane, providing 0.20 g of a white solid, mp... Reactants: C(C)(C)(C)OC(NCCOC=1C(=NC(=CC1)I)I)=O ([2-(2,6-Diiodo-pyridin-3-yloxy)-ethyl]-carbamic acid tert-butyl ester), Cl.O1CCOCC1 (HCl dioxane). Solvent: ClCCl (dichloromethane). Product: IC1=NC(=CC=C1OCCN)I (2-(2,6-Diiodo-pyridin-3-yloxy)-ethylamine). As a reaction SMILES: C(OC(=O)[NH:7][CH2:8][CH2:9][O:10][C:11]1[C:12]([I:18])=[N:13][C:14]([I:17])=[CH:15][CH:16]=1)(C)(C)C.Cl.O1CCOCC1>ClCCl>[I:18][C:12]1[C:11]([O:10][CH2:9][CH2:8][NH2:7])=[CH:16][CH:15]=[C:14]([I:17])[N:13]=1 |f:1.2|. Reported procedure: To a solution of 4-2 (2.18 g, 4.45 mmol) in dichloromethane (5.0 mL) at room temperature under Ar was added 4.0 M HCl-dioxane solution (25 mL). A white precipitate formed immediately. After two hours the reaction was concentrated and dried to yield a white solid; The reactants are [Na] (sodium), SCCC(=O)OC (methyl 3-mercaptopropionate), BrCCO (2-bromoethanol). The solvent is CO (methanol). The product is OCCSCCC(=O)OC (Methyl 3-(2-hydroxyethylthio)-propionate). Reaction SMILES: [Na].[SH:2][CH2:3][CH2:4][C:5]([O:7][CH3:8])=[O:6].Br[CH2:10][CH2:11][OH:12]>CO>[OH:12][CH2:11][CH2:10][S:2][CH2:3][CH2:4][C:5]([O:7][CH3:8])=[O:6] |^1:0|. Procedure details: A solution of 2.3 g. sodium in 80 ml. methanol, which contains 12 g. methyl 3-mercaptopropionate and 12.5 g. 2-bromoethanol, is stirred under reflux for 4 hours. After evaporating, the residue is taken up in chloroform, filtered and evaporated. 16 g. Methyl 3-(2-hydroxyethylthio)-propionate are obtained in the form of an oil. Reaction SMILES: [C:1]([O:5][C:6]([N:8]([CH2:26][C:27]1[CH:32]=[CH:31][CH:30]=[C:29]([Cl:33])[CH:28]=1)[CH:9]1[C:21]2[C:12](=[CH:13][C:14]3[CH:15]4[CH2:25][CH2:24][CH2:23][CH:16]4[C:17](=O)[NH:18][C:19]=3[CH:20]=2)[CH2:11][CH2:10]1)=[O:7])([CH3:4])([CH3:3])[CH3:2].COC1C=CC(P2(SP(C3C=CC(OC)=CC=3)(=S)S2)=[S:43])=CC=1>COCCOC>[C:1]([O:5][C:6]([N:8]([CH2:26][C:27]1[CH:32]=[CH:31][CH:30]=[C:29]([Cl:33])[CH:28]=1)[CH:9]1[C:21]2[C:12](=[CH:13][C:14]3[CH:15]4[CH2:25][CH2:24][CH2:23][CH:16]4[C:17](=[S:43])[NH:18][C:19]=3[CH:20]=2)[CH2:11][CH2:10]1)=[O:7])([CH3:4])([CH3:3])[CH3:2]. Reported procedure: A solution of 100 mg (0.21 mmol) of 7-(N-tert-butoxycarbonyl-3-chlorobenzyl-amino)-1,2,3,3a,7,8,9,10b-octahydro-dicyclopenta[c,g]quinolin-4-one and 96 mg (0.23 mmol) of Lawesson's reagent in 10 ml of DME is stirred for 2 hours at room temperature. After concentration by evaporation, the residue is purified by column chromatography on silica gel with hexane-ethyl acetate: 70 mg of product. Solvent: COCCOC (DME). Reactants: C(C)(C)(C)OC(=O)N(C1CCC2=CC=3C4C(C(NC3C=C21)=O)CCC4)CC4=CC(=CC=C4)Cl (7-(N-tert-butoxycarbonyl-3-chlorobenzyl-amino)-1,2,3,3a,7,8,9,10b-octahydro-dicyclopenta[c,g]quinolin-4-one), COC=1C=CC(=CC1)P2(=S)SP(=S)(S2)C=3C=CC(=CC3)OC (Lawesson's reagent). Yields the product C(C)(C)(C)OC(=O)N(C1CCC2=CC=3C4C(C(NC3C=C21)=S)CCC4)CC4=CC(=CC=C4)Cl (7-(N-tert-Butoxycarbonyl-3-chlorobenzylamino)-1,2,3,3a,7,8,9,10b-octahydrodicyclopenta[c,g]quinoline-4-thione).